This data is from the Open Reaction Database (ORD), a public repository of structured organic reaction records. The task is: describe an organic reaction: reactants, conditions, products, and yield Starting materials: [N+](=O)([O-])C1=CC=C(C(=O)Cl)C=C1 (4-Nitrobenzoyl chloride), [H-].[Na+] (NaH), O1NC(CC=C1)=O (oxazinone), C1CCOC1 (THF). The product is C(C)C1C(N(C2=C(O1)C(=CC=C2)C=CC)C(=O)C2=CC=C(C=C2)[N+](=O)[O-])=O (2-ethyl-4-(4-nitrophenylcarbonyl)-8-(prop-1-enyl)-2H-benzo[b][1,4]oxazin-3(4H)-one). Isolated yield 96.0%. As a reaction SMILES: [N+:1]([C:4]1[CH:12]=[CH:11][C:7]([C:8](Cl)=[O:9])=[CH:6][CH:5]=1)([O-:3])=[O:2].[H-].[Na+].O1[CH:20]=[CH:19][CH2:18][C:17](=[O:21])[NH:16]1.[CH2:22]1[CH2:26][O:25][CH2:24][CH2:23]1>>[CH2:19]([CH:18]1[O:25][C:24]2[C:4]([CH:5]=[CH:6][CH3:7])=[CH:12][CH:26]=[CH:22][C:23]=2[N:16]([C:8]([C:7]2[CH:11]=[CH:12][C:4]([N+:1]([O-:3])=[O:2])=[CH:5][CH:6]=2)=[O:9])[C:17]1=[O:21])[CH3:20] |f:1.2|. Procedure: Procedure & NMR Data: 107 mg (2.5 eq, 0.58 mmol) of 4-Nitrobenzoyl chloride was added to a mixture of 37 mg (4 eq, 0.92 mmol) of NaH and 50 mg (0.23 mmol) of oxazinone P2 in THF (10 mL). 81 mg of P7 were obtained, yield 96%. Reactants: CC1COCCN1c1nc(-c2ccc(N)cc2)nc2c1CCN(c1ncccn1)C2, Cc1nnc(N)o1, NCC1CC1, Nc1ccc(-c2nc3c(c(N4CCOCC4)n2)CN(c2ncccn2)CC3)cc1. The product is Cc1nnc(NC(=O)Nc2ccc(-c3nc4c(c(N5CCOCC5C)n3)CCN(c3ncccn3)C4)cc2)o1. Reaction SMILES: [CH3:1][CH:2]1[CH2:3][O:4][CH2:5][CH2:6][N:7]1[c:8]1[c:9]2[c:10]([n:11][c:12](-[c:14]3[cH:15][cH:16][c:17]([NH2:18])[cH:19][cH:20]3)[n:13]1)[CH2:21][N:22]([c:25]1[n:26][cH:27][cH:28][cH:29][n:30]1)[CH2:23][CH2:24]2.[CH3:60][c:61]1[n:62][n:63][c:64]([NH2:66])[o:65]1.[CH:67]1([CH2:68][NH2:69])[CH2:70][CH2:71]1.[O:31]1[CH2:32][CH2:59][N:35]([c:36]2[c:37]3[c:48]([n:49][c:50](-[c:51]4[cH:52][cH:53][c:54]([NH2:55])[cH:56][cH:57]4)[n:58]2)[CH2:47][CH2:46][N:39]([c:40]2[n:41][cH:42][cH:43][cH:44][n:45]2)[CH2:38]3)[CH2:34][CH2:33]1>>[CH3:1][CH:2]1[CH2:3][O:4][CH2:5][CH2:6][N:7]1[c:8]1[c:9]2[c:10]([n:11][c:12](-[c:14]3[cH:15][cH:16][c:17]([NH:18][C:32](=[O:31])[NH:66][c:64]4[n:63][n:62][c:61]([CH3:60])[o:65]4)[cH:19][cH:20]3)[n:13]1)[CH2:21][N:22]([c:25]1[n:26][cH:27][cH:28][cH:29][n:30]1)[CH2:23][CH2:24]2. Reactants: C(C1=CC=CC=C1)OC(=O)C1CCC(CC1)N(CCOCC1=CC=CC=C1)C(CC[C@@H](C1CCOCC1)N1C(=NC2=C(C1)C=C(N=C2)OC2=CC=CC=C2)N)=O (4-[[4-(2-Amino-6-phenoxy-4H-pyrido[3,4-d]pyrimidin-3-yl)-4-(S)-(tetrahydro-pyran-4-yl)-butyryl]-(2-benzyloxy-ethyl)-amino]-cyclohexanecarboxylic acid benzyl ester). Reagents/catalysts: [Pd] (Pd). The solvent is CCO (EtOH). The product is [4-(2-Amino-6-phenoxy-4H-pyrido[3,4-d]pyrimidin-3-yl)-4-(S-(tetrahydro-pyran-4-yl)-butyryl]-(2-hydroxy-ethyl)-amino]-cyclohexanecarboxylic acid, NC=1N(CC2=C(N1)C=NC(=C2)OC2=CC=CC=C2)[C@@H](CCC(=O)N([C@H]2CC[C@H](CC2)C(=O)O)CCOCC2=CC=CC=C2)C2CCOCC2 (4-[[4-(2-Amino-6-phenoxy-4H-pyrido[3,4-d]pyrimidin-3-yl)-4-(S)-(tetrahydro-pyran-4-yl)-butyryl]-(2-benzyloxy-ethyl)-amino]-cis-cyclohexanecarboxylic acid). RXN SMILES: C([O:8][C:9]([CH:11]1[CH2:16][CH2:15][CH:14]([N:17]([C:28](=[O:56])[CH2:29][CH2:30][C@H:31]([N:38]2[CH2:43][C:42]3[CH:44]=[C:45]([O:48][C:49]4[CH:54]=[CH:53][CH:52]=[CH:51][CH:50]=4)[N:46]=[CH:47][C:41]=3[N:40]=[C:39]2[NH2:55])[CH:32]2[CH2:37][CH2:36][O:35][CH2:34][CH2:33]2)[CH2:18][CH2:19][O:20][CH2:21][C:22]2[CH:27]=[CH:26][CH:25]=[CH:24][CH:23]=2)[CH2:13][CH2:12]1)=[O:10])C1C=CC=CC=1>CCO.[Pd]>[NH2:55][C:39]1[N:38]([C@H:31]([CH:32]2[CH2:37][CH2:36][O:35][CH2:34][CH2:33]2)[CH2:30][CH2:29][C:28]([N:17]([CH2:18][CH2:19][O:20][CH2:21][C:22]2[CH:23]=[CH:24][CH:25]=[CH:26][CH:27]=2)[C@@H:14]2[CH2:13][CH2:12][C@H:11]([C:9]([OH:10])=[O:8])[CH2:16][CH2:15]2)=[O:56])[CH2:43][C:42]2[CH:44]=[C:45]([O:48][C:49]3[CH:50]=[CH:51][CH:52]=[CH:53][CH:54]=3)[N:46]=[CH:47][C:41]=2[N:40]=1. Procedure details: A solution of 4-[[4-(2-Amino-6-phenoxy-4H-pyrido[3,4-d]pyrimidin-3-yl)-4-(S)-(tetrahydro-pyran-4-yl)-butyryl]-(2-benzyloxy-ethyl)-amino]-cyclohexanecarboxylic acid benzyl ester (0.4 g, 0.42 mmol) and Pd (10% on carbon, 0.2 g) in EtOH (50 mL) was subjected to hydrogenation under 10 psi for 48 h. HPLC purification yielded 4-[[4-(2-Amino-6-phenoxy-4H-pyrido[3,4-d]pyrimidin-3-yl)-4-(S-(tetrahydro-pyran-4-yl)-butyryl]-(2-hydroxy-ethyl)-amino]-cyclohexanecarboxylic acid as a white solid and 4-[[4-(2-A... The reactants are CCN(C(C)C)C(C)C, Cc1ccc(Cl)cc1-c1nc(Cl)nc(Cl)n1, Nc1ccc2cn[nH]c2c1, C1CCOC1. Yields the product Cc1ccc(Cl)cc1-c1nc(Cl)nc(Nc2ccc3cn[nH]c3c2)n1. RXN SMILES: [CH:27]([N:28]([CH:29]([CH3:30])[CH3:31])[CH2:32][CH3:33])([CH3:34])[CH3:35].[Cl:1][c:2]1[n:3][c:4](-[c:9]2[c:10]([CH3:16])[cH:11][cH:12][c:13]([Cl:15])[cH:14]2)[n:5][c:6]([Cl:8])[n:7]1.[NH2:17][c:18]1[cH:19][cH:20][c:21]2[cH:22][n:23][nH:24][c:25]2[cH:26]1.[O:36]1[CH2:37][CH2:38][CH2:39][CH2:40]1>>[c:2]1([NH:17][c:18]2[cH:19][cH:20][c:21]3[cH:22][n:23][nH:24][c:25]3[cH:26]2)[n:3][c:4](-[c:9]2[c:10]([CH3:16])[cH:11][cH:12][c:13]([Cl:15])[cH:14]2)[n:5][c:6]([Cl:8])[n:7]1. Reactants: C(C)(C)(C)OC(NC1=C(C=C(C(=C1)N(C)C)C(F)(F)F)N)=O ((2-amino-5-dimethylamino-4-trifluoromethyl-phenyl)-carbamic acid tert-butyl ester), C(C)(C)(C)OC(CC(=O)C1=CC(=CC=C1)C=1C(=NC=CC1)C)=O (3-[3-(2-methyl-pyridin-3-yl)-phenyl]-3-oxo-propionic acid tert-butyl ester). Yields the product C(C)(C)(C)OC(NC1=C(C=C(C(=C1)N(C)C)C(F)(F)F)NC(CC(=O)C1=CC(=CC=C1)C=1C(=NC=CC1)C)=O)=O ((5-Dimethylamino-2-{3-[3-(2-methyl-pyridin-3-yl)-phenyl]-3-oxo-propionylamino}-4-trifluoromethyl-phenyl)-carbamic acid tert-butyl ester), solid. As a reaction SMILES: [C:1]([O:5][C:6](=[O:22])[NH:7][C:8]1[CH:13]=[C:12]([N:14]([CH3:16])[CH3:15])[C:11]([C:17]([F:20])([F:19])[F:18])=[CH:10][C:9]=1[NH2:21])([CH3:4])([CH3:3])[CH3:2].C([O:27][C:28](=O)[CH2:29][C:30]([C:32]1[CH:37]=[CH:36][CH:35]=[C:34]([C:38]2[C:39]([CH3:44])=[N:40][CH:41]=[CH:42][CH:43]=2)[CH:33]=1)=[O:31])(C)(C)C>>[C:1]([O:5][C:6](=[O:22])[NH:7][C:8]1[CH:13]=[C:12]([N:14]([CH3:16])[CH3:15])[C:11]([C:17]([F:20])([F:19])[F:18])=[CH:10][C:9]=1[NH:21][C:28](=[O:27])[CH2:29][C:30]([C:32]1[CH:37]=[CH:36][CH:35]=[C:34]([C:38]2[C:39]([CH3:44])=[N:40][CH:41]=[CH:42][CH:43]=2)[CH:33]=1)=[O:31])([CH3:4])([CH3:2])[CH3:3]. Procedure details: The title compound was prepared from (2-amino-5-dimethylamino-4-trifluoromethyl-phenyl)-carbamic acid tert-butyl ester (Example J1) (239 mg, 0.75 mmol) and 3-[3-(2-methyl-pyridin-3-yl)-phenyl]-3-oxo-propionic acid tert-butyl ester (Example K5) (234 mg, 0.75 mmol) according to the general procedure M. Obtained as a pink solid (389 mg). Reported procedure: To a solution of Diethyl 2-(3-(2,6-dimethylbenzyloxy)benzoyl)pentanedioate (Step B, 1.66 g, 4.0 mmol) in methanol (50 ml) was added 1N NaOH (17 ml) at the room temperature. The reaction mixture was stirred for 14 hours or until all the starting material is gone, concentrated, diluted in chloroform, and washed with 1M HCl to bring the pH to 3.5 to 4. The organic layer was washed with brine, dried over Na2SO4, filtered, concentrated and purified by flash chromatography eluted with chloroform:metha... Reactants: CC1=C(COC=2C=C(C(=O)C(C(=O)OCC)CCC(=O)OCC)C=CC2)C(=CC=C1)C (Diethyl 2-(3-(2,6-dimethylbenzyloxy)benzoyl)pentanedioate), [OH-].[Na+] (NaOH). Yields the product CC1=C(COC=2C=C(C=CC2)C(CCCC(=O)O)=O)C(=CC=C1)C (5-(3-(2,6-Dimethylbenzyloxy)phenyl)-5-oxopentanoic acid). As a reaction SMILES: [CH3:1][C:2]1[CH:30]=[CH:29][CH:28]=[C:27]([CH3:31])[C:3]=1[CH2:4][O:5][C:6]1[CH:7]=[C:8]([CH:24]=[CH:25][CH:26]=1)[C:9]([CH:11]([CH2:17][CH2:18][C:19]([O:21]CC)=[O:20])C(OCC)=O)=[O:10].[OH-].[Na+]>CO>[CH3:31][C:27]1[CH:28]=[CH:29][CH:30]=[C:2]([CH3:1])[C:3]=1[CH2:4][O:5][C:6]1[CH:7]=[C:8]([C:9](=[O:10])[CH2:11][CH2:17][CH2:18][C:19]([OH:21])=[O:20])[CH:24]=[CH:25][CH:26]=1 |f:1.2|. Run at time 14 hour. Solvent: CO (methanol). Run in FC(C(=O)O)(F)F (trifluoroacetic acid). Isolated yield 36.6%. As a reaction SMILES: [C:1]([C:5]1[CH:6]=[C:7]([NH:35][C:36]([NH:38][C:39]2[C:48]3[C:43](=[CH:44][CH:45]=[CH:46][CH:47]=3)[CH:42]=[CH:41][CH:40]=2)=[O:37])[N:8]([C:10]2[CH:15]=[CH:14][CH:13]=[C:12]([CH2:16][N:17]3[C@H:21]([CH3:22])[C:20](=[O:23])[N:19](CC4C=CC(OC)=CC=4)[S:18]3(=[O:34])=[O:33])[CH:11]=2)[N:9]=1)([CH3:4])([CH3:3])[CH3:2]>FC(F)(F)C(O)=O>[C:1]([C:5]1[CH:6]=[C:7]([NH:35][C:36]([NH:38][C:39]2[C:48]3[C:43](=[CH:44][CH:45]=[CH:46][CH:47]=3)[CH:42]=[CH:41][CH:40]=2)=[O:37])[N:8]([C:10]2[CH:15]=[CH:14][CH:13]=[C:12]([CH2:16][N:17]3[C@H:21]([CH3:22])[C:20](=[O:23])[NH:19][S:18]3(=[O:34])=[O:33])[CH:11]=2)[N:9]=1)([CH3:2])([CH3:3])[CH3:4]. Reactants: C(C)(C)(C)C=1C=C(N(N1)C1=CC(=CC=C1)CN1S(N(C([C@H]1C)=O)CC1=CC=C(C=C1)OC)(=O)=O)NC(=O)NC1=CC=CC2=CC=CC=C12 (1-(5-t-Butyl-2-{3-[5-(4-methoxy-benzyl)-(R)-3-methyl-1,1,4-trioxo-1λ6-[1,2,5]-thiadiazolidin-2-ylmethyl]-phenyl}-2H-pyrazol-3-yl)-3-naphthalen-1-yl-urea). Procedure: A solution of 1-(5-t-Butyl-2-{3-[5-(4-methoxy-benzyl)-(R)-3-methyl-1,1,4-trioxo-1λ6-[1,2,5]-thiadiazolidin-2-ylmethyl]-phenyl}-2H-pyrazol-3-yl)-3-naphthalen-1-yl-urea (20 mg, 0.030 mmol) in trifluoroacetic acid (2 mL) was stirred at 50° C. for 4 h. After the solvent was removed, the residue was purified by preparative-HPLC to afford 1-{5-t-butyl-2-[3-((R)-3-methyl-1,1,4-trioxo-1λ6-[1,2,5]thiadiazolidin-2-ylmethyl)-phenyl]-2H-pyrazol-3-yl}-3-naphthalen-1-yl-urea as a white powder (6 mg). 1H NMR (... Product: C(C)(C)(C)C=1C=C(N(N1)C1=CC(=CC=C1)CN1S(NC([C@H]1C)=O)(=O)=O)NC(=O)NC1=CC=CC2=CC=CC=C12 (1-{5-t-butyl-2-[3-((R)-3-methyl-1,1,4-trioxo-1λ6-[1,2,5]thiadiazolidin-2-ylmethyl)-phenyl]-2H-pyrazol-3-yl}-3-naphthalen-1-yl-urea). Starting materials: S(O)(O)(=O)=O (sulfuric acid), C(C)(C)(C)OO (TBHP), O=C1C(CCC1)C(=O)OC (methyl 2-oxo-1-cyclopentanecarboxylate), S(O)(O)(=O)=O (sulfuric acid). Run at temperature -5 celsius. Product: C(C)(C)(C)OOC1(C(CCC1)C(=O)OC)OOC(C)(C)C (Methyl 2,2-di(tertiary-butylperoxy)-1-cyclopentanecarboxylate). As a reaction SMILES: [C:1]([O:5][OH:6])([CH3:4])([CH3:3])[CH3:2].[O:7]=[C:8]1[CH2:12][CH2:11][CH2:10][CH:9]1[C:13]([O:15][CH3:16])=[O:14].S(=O)(=O)(O)O>>[C:1]([O:5][O:6][C:8]1([O:7][O:5][C:1]([CH3:4])([CH3:3])[CH3:2])[CH2:12][CH2:11][CH2:10][CH:9]1[C:13]([O:15][CH3:16])=[O:14])([CH3:4])([CH3:3])[CH3:2]. Reported procedure: Methyl 2,2-di(tertiary-butylperoxy)-1-cyclopentanecarboxylate was prepared by the addition of 92.28% TBHP (tertiary butyl hydroperoxide) (36.62 g, 0.3750 mol) to 97% methyl 2-oxo-1-cyclopentanecarboxylate (14.65 g, 0.1000 mol) at room temperature in a three necked 250-mL round bottomed flask equipped with a thermometer and mechanical stirrer. The solution was then cooled via a dry ice-acetone bath to −5° C. and 78% sulfuric acid (15.09 g, 0.1200 mol) was added dropwise to the solution with tempe... RXN SMILES: [Br:22][CH2:23][CH:24]1[CH2:25][CH2:26]1.[CH3:1][O:2][C:3]([c:4]1[cH:5][c:6]([O:11][CH3:12])[c:7]([OH:10])[cH:8][cH:9]1)=[O:13].[CH3:27][C:28](=[O:29])[CH3:30].[I-:14].[K+:16].[K+:17].[Na+:15].[O-:18][C:19]([O-:20])=[O:21]>>[CH3:1][O:2][C:3]([c:4]1[cH:5][c:6]([O:11][CH3:12])[c:7]([O:10][CH2:23][CH:24]2[CH2:25][CH2:26]2)[cH:8][cH:9]1)=[O:13]. The reactants are BrCC1CC1, COC(=O)c1ccc(O)c(OC)c1, CC(C)=O, [I-], [K+], [K+], [Na+], O=C([O-])[O-]. Product: COC(=O)c1ccc(OCC2CC2)c(OC)c1. Starting materials: FC1=CC=C(C=O)C=C1 (4-fluorobenzaldehyde), S1C2=C(C=C1CC1C(OC(OC1=O)(C)C)=O)C=CC=C2 (5-(benzo[b]thiophen-2-ylmethyl)-2,2-dimethyl-1,3-dioxane-4,6-dione), S1C2=C(C=C1CC(C(=O)O)C(=O)O)C=CC=C2 (2-(Benzo[b]thiophen-2-ylmethyl)malonic acid). Product: FC1=CC=C(CC2C(OC(OC2=O)(C)C)=O)C=C1 (5-(4-Fluorobenzyl)-2,2-dimethyl-1,3-dioxane-4,6-dione). As a reaction SMILES: [F:1][C:2]1[CH:9]=[CH:8][C:5]([CH:6]=O)=[CH:4][CH:3]=1.S1C(C[CH:16]2[C:21](=[O:22])[O:20][C:19]([CH3:24])([CH3:23])[O:18][C:17]2=[O:25])=CC2C=CC=CC1=2.S1C(CC(C(O)=O)C(O)=O)=CC2C=CC=CC1=2>>[F:1][C:2]1[CH:9]=[CH:8][C:5]([CH2:6][CH:16]2[C:21](=[O:22])[O:20][C:19]([CH3:24])([CH3:23])[O:18][C:17]2=[O:25])=[CH:4][CH:3]=1. Procedure: The title compound was prepared using 4-fluorobenzaldehyde in place of benzo[b]thiophene-2-carbaldehyde using the procedure described for the preparation of 5-(benzo[b]thiophen-2-ylmethyl)-2,2-dimethyl-1,3-dioxane-4,6-dione (Intermediate 39: step a).